describe an organic reaction: reactants, conditions, products, and yield From a dataset of the Open Reaction Database (ORD), a public repository of structured organic reaction records. The reactants are ClC1=CC=C(C(=O)C=2C=C(C=CC2)CC(=O)O)C=C1 (3-(4-chlorobenzoyl)-benzeneacetic acid), S(=O)(Cl)Cl (thionyl chloride). Product: ClC1=CC=C(C(=O)C=2C=C(C=CC2)CC(=O)Cl)C=C1 (3-(4-chlorobenzoyl)-benzeneacetic acid chloride). As a reaction SMILES: [Cl:1][C:2]1[CH:19]=[CH:18][C:5]([C:6]([C:8]2[CH:9]=[C:10]([CH2:14][C:15](O)=[O:16])[CH:11]=[CH:12][CH:13]=2)=[O:7])=[CH:4][CH:3]=1.S(Cl)([Cl:22])=O>>[Cl:1][C:2]1[CH:19]=[CH:18][C:5]([C:6]([C:8]2[CH:9]=[C:10]([CH2:14][C:15]([Cl:22])=[O:16])[CH:11]=[CH:12][CH:13]=2)=[O:7])=[CH:4][CH:3]=1. Procedure: A solution of 8.235 g of 3-(4-chlorobenzoyl)-benzeneacetic acid in 20 ml of thionyl chloride was heated to reflux and then excess thionyl chloride was removed under reduced pressure. The residue was dissolved in benzene and the solution was evaporated to dryness under reduced pressure. The residue was dissolved in 50ml of anhydrous benzene to obtain a solution of 3-(4-chlorobenzoyl)-benzeneacetic acid chloride which was used as is for the next step. The reactants are NC1=CC=C(C=C1)C1=CC=CC=2N1N=C(N2)NC(=O)C2CC2 (Cyclopropanecarboxylic acid [5-(4-amino-phenyl)-[1,2,4]triazolo[1,5-a]pyridin-2-yl]-amide), N1=CC=CC=C1 (Pyridine), C(C)S(=O)(=O)Cl (ethanesulfonyl chloride), N1=CC=CC=C1 (pyridine), C(C)S(=O)(=O)Cl (ethanesulfonyl chloride). Run in ClCCl (dichloromethane). Conditions: time 4 hour. The product is C(C)S(=O)(=O)NC1=CC=C(C=C1)C1=CC=CC=2N1N=C(N2)NC(=O)C2CC2 (Cyclopropanecarboxylic acid [5-(4-ethanesulfonylamino-phenyl)-[1,2,4]triazolo[1,5-a]pyridin-2-yl]-amide). As a reaction SMILES: [NH2:1][C:2]1[CH:7]=[CH:6][C:5]([C:8]2[N:13]3[N:14]=[C:15]([NH:17][C:18]([CH:20]4[CH2:22][CH2:21]4)=[O:19])[N:16]=[C:12]3[CH:11]=[CH:10][CH:9]=2)=[CH:4][CH:3]=1.N1C=CC=CC=1.[CH2:29]([S:31](Cl)(=[O:33])=[O:32])[CH3:30]>ClCCl>[CH2:29]([S:31]([NH:1][C:2]1[CH:7]=[CH:6][C:5]([C:8]2[N:13]3[N:14]=[C:15]([NH:17][C:18]([CH:20]4[CH2:21][CH2:22]4)=[O:19])[N:16]=[C:12]3[CH:11]=[CH:10][CH:9]=2)=[CH:4][CH:3]=1)(=[O:33])=[O:32])[CH3:30]. Procedure: Cyclopropanecarboxylic acid [5-(4-amino-phenyl)-[1,2,4]triazolo[1,5-a]pyridin-2-yl]-amide (0.05, 0.17 mmol) was suspended in dichloromethane (2 mL). Pyridine (0.027 mL, 0.34 mmol) and ethanesulfonyl chloride (0.019 mL, 0.204 mmol) were added and the mixture was stirred for 4 hours. A further equivalent of pyridine and ethanesulfonyl chloride were added and the mixture was stirred overnight. The volatiles were removed in vacuo and the crude product was purified by preparatory HPLC. LCMS method: 2... Reactants: Cl.O1CCOCC1 (hydrogen chloride dioxane), FC1=CC=CC=2N(C3=C(OCC21)C=CC=C3)C[C@@H]3N(CCC3)CCC3=CC=C(C=C3)N(C)C ((R)-1-fluoro-5,11-dihydro-5-[1-(4-dimethylaminophenethyl)pyrrolidin-2-ylmethyl]dibenzo[b,e][1,4]oxazepine). Run in ClCCl (dichloromethane). Reaction conditions: time 30 minute. The product is Cl.Cl.FC1=CC=CC=2N(C3=C(OCC21)C=CC=C3)C[C@@H]3N(CCC3)CCC3=CC=C(C=C3)N(C)C ((R)-1-Fluoro-5,11-dihydro-5-[1-(4-dimethylaminophenethyl)pyrrolidin-2-ylmethyl]dibenzo[b,e][1,4]oxazepine dihydrochloride), solid. The yield is 64.0%. RXN SMILES: [ClH:1].O1CCOCC1.[F:8][C:9]1[C:19]2[CH2:18][O:17][C:16]3[CH:20]=[CH:21][CH:22]=[CH:23][C:15]=3[N:14]([CH2:24][C@H:25]3[CH2:29][CH2:28][CH2:27][N:26]3[CH2:30][CH2:31][C:32]3[CH:37]=[CH:36][C:35]([N:38]([CH3:40])[CH3:39])=[CH:34][CH:33]=3)[C:13]=2[CH:12]=[CH:11][CH:10]=1>ClCCl>[ClH:1].[ClH:1].[F:8][C:9]1[C:19]2[CH2:18][O:17][C:16]3[CH:20]=[CH:21][CH:22]=[CH:23][C:15]=3[N:14]([CH2:24][C@H:25]3[CH2:29][CH2:28][CH2:27][N:26]3[CH2:30][CH2:31][C:32]3[CH:33]=[CH:34][C:35]([N:38]([CH3:39])[CH3:40])=[CH:36][CH:37]=3)[C:13]=2[CH:12]=[CH:11][CH:10]=1 |f:0.1,4.5.6|. Procedure: 0.5 ml of 4 M hydrogen chloride/dioxane was added to a solution of (R)-1-fluoro-5,11-dihydro-5-[1-(4-dimethylaminophenethyl)pyrrolidin-2-ylmethyl]dibenzo[b,e][1,4]oxazepine in dichloromethane (5 ml), and they were stirred together for 30 minutes. The solvent was evaporated under reduced pressure. The obtained residue was solidified with a mixed solvent of hexane and ethyl acetate. The solid thus precipitated was taken by the filtration to obtain the title compound in the form of a brown solid (1... Procedure: 10-Bornanamine (824mg) in toluene (20ml) was treated with benzaldehyde (0.55ml) and the solution refluxed under nitrogen under a Dean and Stark water trap for four days. Evaporation of the solvent in vacuo afforded impure 10-benzylidene-10-bornanamine which was dissolved in dimethoxyethane (10ml) containing lithium aluminium hydride (112mg.). The resulting mixture was refluxed for 2.25 hours, cooled, and the excess hydride decomposed by the addition of water. The precipitated inorganic material ... Yields the product C(C1=CC=CC=C1)=C(C12CCC(CC1)C2(C)C)N (10-benzylidene-10-bornanamine). The reactants are C12(CCC(CC1)C2(C)C)CN (10-Bornanamine), C(C1=CC=CC=C1)=O (benzaldehyde), O (water). RXN SMILES: [C:1]12([CH2:10][NH2:11])[C:7]([CH3:9])([CH3:8])[CH:4]([CH2:5][CH2:6]1)[CH2:3][CH2:2]2.[CH:12](=O)[C:13]1[CH:18]=[CH:17][CH:16]=[CH:15][CH:14]=1.O>C1(C)C=CC=CC=1>[CH:12](=[C:10]([NH2:11])[C:1]12[C:7]([CH3:8])([CH3:9])[CH:4]([CH2:5][CH2:6]1)[CH2:3][CH2:2]2)[C:13]1[CH:18]=[CH:17][CH:16]=[CH:15][CH:14]=1. Solvent: C1(=CC=CC=C1)C (toluene). Reactants: CC(=O)O[BH-](OC(C)=O)OC(C)=O, O=C([O-])O, Brc1ccc(CN2CCNC(Cc3ccccc3)C2)cc1, C=O, CC(=O)O, [Na+], [Na+], C1CCOC1. Yields the product CN1CCN(Cc2ccc(Br)cc2)CC1Cc1ccccc1. Reaction SMILES: [C:28]([O:29][BH-:30]([O:31][C:32](=[O:33])[CH3:34])[O:35][C:36](=[O:37])[CH3:38])(=[O:39])[CH3:40].[C:47](=[O:48])([OH:49])[O-:50].[CH2:1]([c:2]1[cH:3][cH:4][cH:5][cH:6][cH:7]1)[CH:8]1[CH2:9][N:10]([CH2:14][c:15]2[cH:16][cH:17][c:18]([Br:21])[cH:19][cH:20]2)[CH2:11][CH2:12][NH:13]1.[CH2:22]=[O:23].[CH3:24][C:25](=[O:26])[OH:27].[Na+:41].[Na+:51].[O:42]1[CH2:43][CH2:44][CH2:45][CH2:46]1>>[CH2:1]([c:2]1[cH:3][cH:4][cH:5][cH:6][cH:7]1)[CH:8]1[CH2:9][N:10]([CH2:14][c:15]2[cH:16][cH:17][c:18]([Br:21])[cH:19][cH:20]2)[CH2:11][CH2:12][N:13]1[CH3:24]. Starting materials: CC(C)(C)OC(=O)CCOCCOCCOCCOCCO, O, BrP(Br)Br, c1ccncc1. The product is CC(C)(C)OC(=O)CCOCCOCCOCCOCCBr. Reaction SMILES: [C:1]([CH3:2])([CH3:3])([CH3:4])[O:5][C:6]([CH2:7][CH2:8][O:9][CH2:10][CH2:11][O:12][CH2:13][CH2:14][O:15][CH2:16][CH2:17][O:18][CH2:19][CH2:20][OH:21])=[O:22].[OH2:27].[P:23]([Br:24])([Br:25])[Br:26].[cH:28]1[cH:29][cH:30][n:31][cH:32][cH:33]1>>[C:1]([CH3:2])([CH3:3])([CH3:4])[O:5][C:6]([CH2:7][CH2:8][O:9][CH2:10][CH2:11][O:12][CH2:13][CH2:14][O:15][CH2:16][CH2:17][O:18][CH2:19][CH2:20][Br:24])=[O:22]. Product: OC=1C(=C2CC(NC2=C(C1)C)C)C (2,3-Dihydro-5-hydroxy-2,4,7-trimethyl-1H-indole). Reaction conditions: time 2 hour. Run in C(C)#N (acetonitrile), C(C)#N (acetonitrile), O (water), O (water), C(C)(=O)OCC (ethyl acetate). Starting materials: COC1=C(C(=C(C=C1C)OC)C)CC(C)N (1-(2,5-dimethoxy-3,6-dimethylphenyl)-2-propanamine), [N+](=O)([O-])[O-].[NH4+].[NH4+].[Ce+4].[N+](=O)([O-])[O-].[N+](=O)([O-])[O-].[N+](=O)([O-])[O-].[N+](=O)([O-])[O-].[N+](=O)([O-])[O-] (cerium (IV) diammonium nitrate), S(=O)([O-])S(=O)[O-].[Na+].[Na+] (sodium hydrosulfite), C(O)([O-])=O.[Na+] (sodium hydrogen carbonate). Yield: 72.0%. Reported procedure: To the solution of 1-(2,5-dimethoxy-3,6-dimethylphenyl)-2-propanamine (2.2 g, 9.4 mmol) in acetonitrile (10 ml) was added dropwise a solution of cerium (IV) diammonium nitrate (10.0 g, 18.2 mmol) in acetonitrile (20 ml) and water (20 ml) with cooling on ice, and stirred at room temperature for 2 hours. The reaction mixture was diluted with water, neutralized with sodium hydrogen carbonate, and extracted three times with ethyl acetate. The organic layers were combined, washed with water and satur... RXN SMILES: CO[C:3]1[C:8]([CH3:9])=[CH:7][C:6]([O:10]C)=[C:5]([CH3:12])[C:4]=1[CH2:13][CH:14]([NH2:16])[CH3:15].[N+]([O-])([O-])=O.[NH4+].[NH4+].[Ce+4].[N+]([O-])([O-])=O.[N+]([O-])([O-])=O.[N+]([O-])([O-])=O.[N+]([O-])([O-])=O.[N+]([O-])([O-])=O.C(=O)([O-])O.[Na+].S(S([O-])=O)([O-])=O.[Na+].[Na+]>C(#N)C.O.C(OCC)(=O)C>[OH:10][C:6]1[C:5]([CH3:12])=[C:4]2[C:3](=[C:8]([CH3:9])[CH:7]=1)[NH:16][CH:14]([CH3:15])[CH2:13]2 |f:1.2.3.4.5.6.7.8.9,10.11,12.13.14|. Reactants: CI (methyl iodide), O (water), [H-].[Na+] (NaH), FC1=CC=C(CNC(C)=O)C=C1 (N-(4-fluorobenzyl)-acetamide). Run in O1CCCC1 (tetrahydrofuran), C(Cl)Cl (methylene chloride). Product: FC1=CC=C(CN(C(C)=O)C)C=C1 (N-(4-fluorobenzyl)-N-methylacetamide). Isolated yield 62.2%. RXN SMILES: [H-].[Na+].[F:3][C:4]1[CH:14]=[CH:13][C:7]([CH2:8][NH:9][C:10](=[O:12])[CH3:11])=[CH:6][CH:5]=1.[CH3:15]I.O>O1CCCC1.C(Cl)Cl>[F:3][C:4]1[CH:5]=[CH:6][C:7]([CH2:8][N:9]([CH3:15])[C:10](=[O:12])[CH3:11])=[CH:13][CH:14]=1 |f:0.1|. Reported procedure: Step b) Add acetyl chloride (9.28 g, 118 mmol) to a mixture of triethylamine (16.0 g, 158 mmol) and 4-fluorobenzylamine (9.90 g, 78.8 mmol) in 200 mL of ethyl acetate at 0° C. and stir for 12 hours. Add 100 mL of water to the mixture. Extract aqueous layer with ethyl acetate (3×100 mL). Combine organic layers and wash with brine then dry over anhydrous Na2SO4 Remove solvent under reduced pressure to give N-(4-fluorobenzyl)acetamide (13.5 gm) in 100% yield as a yellow oil. Add NaH (6.5 g, 162 mmo...